From a dataset of the Open Reaction Database (ORD), a public repository of structured organic reaction records. describe an organic reaction: reactants, conditions, products, and yield The reactants are [C@H](C)(CC)NC(=O)C1=CN(C2=NC=C(N=C21)C2=NN(C1=CC(=CC=C21)F)C)COCC[Si](C)(C)C (2-(6-fluoro-1-methyl-1H-indazol-3-yl)-5-(2-trimethylsilanyl-ethoxymethyl)-5H-pyrrolo[2,3-b]pyrazine-7-carboxylic acid ((S)-sec-butyl)-amide), C(=O)(C(F)(F)F)O (TFA), C(CN)N (ethylenediamine). Solvent: ClCCl (dichloromethane). Conditions: time 2.5 hour. The product is [C@H](C)(CC)NC(=O)C1=CNC2=NC=C(N=C21)C2=NN(C1=CC(=CC=C21)F)C (2-(6-fluoro-1-methyl-1H-indazol-3-yl)-5H-pyrrolo[2,3-b]pyrazine-7-carboxylic acid ((S)-sec-butyl)-amide). The yield is 64.8%. RXN SMILES: [C@@H:1]([NH:5][C:6]([C:8]1[C:16]2[C:11](=[N:12][CH:13]=[C:14]([C:17]3[C:25]4[C:20](=[CH:21][C:22]([F:26])=[CH:23][CH:24]=4)[N:19]([CH3:27])[N:18]=3)[N:15]=2)[N:10](COCC[Si](C)(C)C)[CH:9]=1)=[O:7])([CH2:3][CH3:4])[CH3:2].C(O)(C(F)(F)F)=O.C(N)CN>ClCCl>[C@@H:1]([NH:5][C:6]([C:8]1[C:16]2[C:11](=[N:12][CH:13]=[C:14]([C:17]3[C:25]4[C:20](=[CH:21][C:22]([F:26])=[CH:23][CH:24]=4)[N:19]([CH3:27])[N:18]=3)[N:15]=2)[NH:10][CH:9]=1)=[O:7])([CH2:3][CH3:4])[CH3:2]. Reported procedure: In a 10 mL round-bottom flask, 2-(6-fluoro-1-methyl-1H-indazol-3-yl)-5-(2-trimethylsilanyl-ethoxymethyl)-5H-pyrrolo[2,3-b]pyrazine-7-carboxylic acid ((S)-sec-butyl)-amide (40 mg, 0.080 mmol) and TFA (0.9 ml, 11.7 mmol) were combined with dichloromethane (3 ml) to give an orange solution. The reaction mixture was stirred at room temperature for 2.5 h then concentrated under reduced pressure. The resultant crude solid was dissolved in dichloromethane (3 mL) and ethylenediamine (0.38 ml, 5.6 mmol) ... Product: COC(=O)C(=O)NCCCOc1ccccc1. RXN SMILES: [Cl:1][C:2]([C:3](=[O:4])[O:5][CH3:6])=[O:7].[Cl:27][CH2:28][Cl:29].[ClH:8].[O:9]([c:10]1[cH:11][cH:12][cH:13][cH:14][cH:15]1)[CH2:16][CH2:17][CH2:18][NH2:19].[OH2:26].[cH:20]1[cH:21][cH:22][n:23][cH:24][cH:25]1>>[C:2]([C:3](=[O:4])[O:5][CH3:6])(=[O:7])[NH:19][CH2:18][CH2:17][CH2:16][O:9][c:10]1[cH:11][cH:12][cH:13][cH:14][cH:15]1. The reactants are COC(=O)C(=O)Cl, ClCCl, Cl, NCCCOc1ccccc1, O, c1ccncc1. Reactants: OC=1C(=C(C(=O)O)C=CC1)C (3-hydroxy-2-methylbenzoic acid), S(O)(O)(=O)=O (sulfuric acid), C(C)(=O)OC(C)=O (Acetic anhydride). Solvent: C(C)(=O)O (Acetic acid). Run at temperature 40 celsius. The product is C(C)(=O)OC=1C(=C(C(=O)O)C=CC1)C (3-Acetoxy-2-methylbenzoic acid). RXN SMILES: [OH:1][C:2]1[C:3]([CH3:11])=[C:4]([CH:8]=[CH:9][CH:10]=1)[C:5]([OH:7])=[O:6].S(=O)(=O)(O)O.[C:17](OC(=O)C)(=[O:19])[CH3:18]>C(O)(=O)C>[C:17]([O:1][C:2]1[C:3]([CH3:11])=[C:4]([CH:8]=[CH:9][CH:10]=1)[C:5]([OH:7])=[O:6])(=[O:19])[CH3:18]. Reported procedure: Acetic acid (8750 mL), 3-hydroxy-2-methylbenzoic acid (3500 g), and sulfuric acid (70 mL) were charged into a 22 liter reactor. The reactor contents were stirred to give a homogeneous mixture. The mixture exothermed to 36° C. Acetic anhydride (2390 mL) was added to the mixture in the 22 L reactor. An exotherm warmed the reactor contents from 36 to 44° C. The reaction mixture was stirred at ambient temperature for two hours (reactor contents allowed to cool slowly). The reaction was tested for co... Product: CCCCCCCNC(=O)CCCCO. Reaction SMILES: [C:1]1(=[O:7])[CH2:2][CH2:3][CH2:4][CH2:5][O:6]1.[CH2:8]([CH2:9][CH2:10][CH2:11][CH2:12][CH2:13][CH3:14])[NH2:15].[CH3:16][c:17]1[cH:18][cH:19][cH:20][cH:21][cH:22]1>>[C:1]([CH2:2][CH2:3][CH2:4][CH2:5][OH:6])(=[O:7])[NH:15][CH2:8][CH2:9][CH2:10][CH2:11][CH2:12][CH2:13][CH3:14]. The reactants are O=C1CCCCO1, CCCCCCCN, Cc1ccccc1.